This data is from the Open Reaction Database (ORD), a public repository of structured organic reaction records. The task is: describe an organic reaction: reactants, conditions, products, and yield Starting materials: CC1CN(CCN1C1=CC=CC=C1)C(=O)OC(C)(C)C ((±)-tert-Butyl 3-methyl-4-phenylpiperazine-1-carboxylate), Cl (hydrogen chloride). Run in C(C)(=O)OCC (ethyl acetate). Conditions: time 15 minute. The product is Cl.C1(=CC=CC=C1)N1C(CNCC1)C ((±)-1-Phenyl-2-methylpiperazine hydrochloride). RXN SMILES: [CH3:1][CH:2]1[N:7]([C:8]2[CH:13]=[CH:12][CH:11]=[CH:10][CH:9]=2)[CH2:6][CH2:5][N:4](C(OC(C)(C)C)=O)[CH2:3]1.[ClH:21]>C(OCC)(=O)C>[ClH:21].[C:8]1([N:7]2[CH2:6][CH2:5][NH:4][CH2:3][CH:2]2[CH3:1])[CH:9]=[CH:10][CH:11]=[CH:12][CH:13]=1 |f:3.4|. Procedure: (±)-tert-Butyl 3-methyl-4-phenylpiperazine-1-carboxylate (142 mg) was dissolved in 4N hydrogen chloride in ethyl acetate (5 ml). After stirring for 15 minutes, the solvent was removed under reduced pressure to give the title compound as a slightly yellow solid. Reactants: C(C)OC(=O)CC=1NS(C2=C(C1O)SC=C2)(=O)=O (3-ethoxycarbonylmethyl-4-hydroxy-2H-thieno[2,3-e]-1,2-thiazine 1,1-dioxide), CI (methyl iodide), [H-].[Na+] (sodium hydride), CI (methyl iodide). The solvent is CN(C=O)C (dimethylformamide), CN(C=O)C (dimethylformamide). Conditions: time 1 hour. The product is C(C)OC(=O)CC=1N(S(C2=C(C1O)SC=C2)(=O)=O)C (3-ethoxycarbonylmethyl-4-hydroxy-2-methyl-2H-thieno[2,3-e]-1,2-thiazine 1,1-dioxide). RXN SMILES: [CH2:1]([O:3][C:4]([CH2:6][C:7]1[NH:8][S:9](=[O:18])(=[O:17])[C:10]2[CH:16]=[CH:15][S:14][C:11]=2[C:12]=1[OH:13])=[O:5])[CH3:2].[H-].[Na+].[CH3:21]I>CN(C)C=O>[CH2:1]([O:3][C:4]([CH2:6][C:7]1[N:8]([CH3:21])[S:9](=[O:17])(=[O:18])[C:10]2[CH:16]=[CH:15][S:14][C:11]=2[C:12]=1[OH:13])=[O:5])[CH3:2] |f:1.2|. Procedure: 1.93 G. (7 mmol) of 3-ethoxycarbonylmethyl-4-hydroxy-2H-thieno[2,3-e]-1,2-thiazine 1,1-dioxide are dissolved in 4 ml. of absolute dimethylformamide and added dropwise during 30 minutes at 0° C. to a stirred suspension of 0.185 g. (7.7 mmol) of sodium hydride in 2 ml. of absolute dimethylformamide. The mixture is stirred for a further 1 hour at room temperature. There are then added firstly 0.53 ml. (1.2 g.; 8.45 mmol) of methyl iodide and, after 30 minutes, a further 0.25 ml. (0.565 g; 4 mmol) o... Reactants: COc1ccc(-c2cncn2-c2ccc(S(=O)(=O)NC(C)(C)C)cc2)cc1F, CC#N, O=C1CCC(=O)N1Cl. Yields the product COc1ccc(-c2c(Cl)ncn2-c2ccc(S(=O)(=O)NC(C)(C)C)cc2)cc1F. Reaction SMILES: [C:1]([CH3:2])([CH3:3])([CH3:4])[NH:5][S:6](=[O:7])(=[O:8])[c:9]1[cH:10][cH:11][c:12](-[n:15]2[cH:16][n:17][cH:18][c:19]2-[c:20]2[cH:21][c:22]([F:28])[c:23]([O:26][CH3:27])[cH:24][cH:25]2)[cH:13][cH:14]1.[CH3:37][C:38]#[N:39].[Cl:29][N:30]1[C:31](=[O:32])[CH2:33][CH2:34][C:35]1=[O:36]>>[C:1]([CH3:2])([CH3:3])([CH3:4])[NH:5][S:6](=[O:7])(=[O:8])[c:9]1[cH:10][cH:11][c:12](-[n:15]2[cH:16][n:17][c:18]([Cl:29])[c:19]2-[c:20]2[cH:21][c:22]([F:28])[c:23]([O:26][CH3:27])[cH:24][cH:25]2)[cH:13][cH:14]1. Reactants: [Na] (sodium), C(C)(=S)O (thioacetic acid), C(C)OC(=O)C1N(C2=CC=CC=C2C1)C(C(C)Br)=O (1-(2-bromopropanoyl)-indoline-2-carboxylic acid ethyl ester). Run in C(C)O (ethanol). Reaction conditions: time 0.5 hour. Product: C(C)OC(=O)C1N(C2=CC=CC=C2C1)C(C(C)SC(C)=O)=O (1-(2-acetylthiopropanoyl)-indoline-2-carboxylic acid ethyl ester). Reaction SMILES: [Na].[C:2]([OH:5])(=[S:4])[CH3:3].[CH2:6]([O:8][C:9]([CH:11]1[CH2:19][C:18]2[C:13](=[CH:14][CH:15]=[CH:16][CH:17]=2)[N:12]1[C:20](=[O:24])[CH:21](Br)[CH3:22])=[O:10])[CH3:7]>C(O)C>[CH2:6]([O:8][C:9]([CH:11]1[CH2:19][C:18]2[C:13](=[CH:14][CH:15]=[CH:16][CH:17]=2)[N:12]1[C:20](=[O:24])[CH:21]([S:4][C:2](=[O:5])[CH3:3])[CH3:22])=[O:10])[CH3:7] |^1:0|. Reported procedure: To the solution of 0.35 g of sodium in 50 ml of ethanol, 1.2 g of thioacetic acid are added and the mixture stirred for 0.5 hours at room temperature. Then 4.5 g 1-(2-bromopropanoyl)-indoline-2-carboxylic acid ethyl ester are added and the mixture is refluxed for 8 hours. It is cooled to room temperature, evaporated, and the residue partitioned between 30 ml of methylene chloride, 70 ml of diethyl ether and 50 ml of water. The organic layer is dried and evaporated, to yield the 1-(2-acetylthiopr...